From a dataset of the Open Reaction Database (ORD), a public repository of structured organic reaction records. describe an organic reaction: reactants, conditions, products, and yield The reactants are [Cu]C#N (copper (I) cyanide), C1COC2(CCN(CC2)C(=O)C=2C=NC(=CC2)Br)O1 (1-(6-bromo-3-pyridyl)carbonyl-4-piperidone ethylene ketal). Run in CN(C)C=O (DMF), O (water). Reaction conditions: temperature 150 celsius. Yields the product C1COC2(CCN(CC2)C(=O)C=2C=NC(=CC2)C#N)O1 (1-(6-Cyano-3-pyridyl)carbonyl-4-piperidone ethylene ketal). The yield is 52.4%. Reaction SMILES: [Cu][C:2]#[N:3].[CH2:4]1[O:22][C:7]2([CH2:12][CH2:11][N:10]([C:13]([C:15]3[CH:16]=[N:17][C:18](Br)=[CH:19][CH:20]=3)=[O:14])[CH2:9][CH2:8]2)[O:6][CH2:5]1>CN(C=O)C.O>[CH2:4]1[O:22][C:7]2([CH2:8][CH2:9][N:10]([C:13]([C:15]3[CH:16]=[N:17][C:18]([C:2]#[N:3])=[CH:19][CH:20]=3)=[O:14])[CH2:11][CH2:12]2)[O:6][CH2:5]1. Procedure details: A stirred suspension of copper (I) cyanide (0.66 g, 7.4 mmol) and 1-(6-bromo-3-pyridyl)carbonyl-4-piperidone ethylene ketal (2.2 g, 6.7 mmol, prepared as in Example V from 6-bromo-3-pyridinecarboxylic acid) in DMF (30 ml) was heated at 150° C. for 3 h. The mixture was cooled, diluted with water, extracted with ethyl acetate, dried over sodium sulphate and evaporated. Purification by flash chromatography on silica, eluting with 20% ethyl acetate/hexane, gave a white crystalline solid (0.96 g, 52%... The reactants are Cl (hydrochloric acid), ClCCC=1C=C2CC(NC2=CC1)=O (5-(2-chloroethyl)oxindole), Cl.C1(=CC=CC2=CC=CC=C12)N1CCNCC1 (N-(1-naphthyl)piperazine hydrochloride), C([O-])([O-])=O.[Na+].[Na+] (sodium carbonate), [I-].[Na+] (sodium iodide). Run in CCOCC (ether), CC(=O)CC(C)C (methylisobutylketone). Product: Cl.C1(=CC=CC2=CC=CC=C12)N1CCN(CC1)CCC=1C=C2CC(NC2=CC1)=O (5-(2-(4-(1-Naphthyl)piperazinyl)ethyl)oxindole hydrochloride). As a reaction SMILES: [Cl:1][CH2:2][CH2:3][C:4]1[CH:5]=[C:6]2[C:10](=[CH:11][CH:12]=1)[NH:9][C:8](=[O:13])[CH2:7]2.Cl.[C:15]1([N:25]2[CH2:30][CH2:29][NH:28][CH2:27][CH2:26]2)[C:24]2[C:19](=[CH:20][CH:21]=[CH:22][CH:23]=2)[CH:18]=[CH:17][CH:16]=1.C(=O)([O-])[O-].[Na+].[Na+].[I-].[Na+].Cl>CCOCC.CC(CC(C)C)=O>[ClH:1].[C:15]1([N:25]2[CH2:30][CH2:29][N:28]([CH2:2][CH2:3][C:4]3[CH:5]=[C:6]4[C:10](=[CH:11][CH:12]=3)[NH:9][C:8](=[O:13])[CH2:7]4)[CH2:27][CH2:26]2)[C:24]2[C:19](=[CH:20][CH:21]=[CH:22][CH:23]=2)[CH:18]=[CH:17][CH:16]=1 |f:1.2,3.4.5,6.7,11.12|. Procedure details: To a 50 ml round bottomed flask equipped with condenser and nitrogen inlet were added 370 mg (1.69 mmol) 5-(2-chloroethyl)oxindole, 400 mg (1.69 mmol) N-(1-naphthyl)piperazine hydrochloride, 200 mg (1.69 mmol) sodium carbonate, 2 mg sodium iodide, and 50 ml methylisobutylketone. The reaction was refluxed 24 hours, cooled, and evaporated. The residue was taken up in ethyl acetate, washed with water and brine, dried over sodium sulfate, and evaporated. The residue was chromatographed on silica gel...